Dataset: the Open Reaction Database (ORD), a public repository of structured organic reaction records. Task: describe an organic reaction: reactants, conditions, products, and yield Reactants: SCCO (2-mercaptoethanol), C(C=C)#N (acrylonitrile), [OH-].C(C1=CC=CC=C1)[N+](C)(C)C (benzyltrimethylammonium hydroxide). Yields the product C(CCOCCSCCC#N)#N (4-Oxa-7-thiadecanedinitrile). Reaction SMILES: [SH:1][CH2:2][CH2:3][OH:4].[C:5](#[N:8])[CH:6]=[CH2:7].[OH-].[CH2:10]([N+:17](C)(C)C)[C:11]1C=CC=C[CH:12]=1>>[C:10](#[N:17])[CH2:11][CH2:12][O:4][CH2:3][CH2:2][S:1][CH2:7][CH2:6][C:5]#[N:8] |f:2.3|. Reported procedure: 4-Oxa-7-thiadecanedinitrile was prepared according to the procedure of Example 1 using 2-mercaptoethanol (25.0 g; 0.32 moles), acrylonitrile (34.0 g; 0.64 moles) and benzyltrimethylammonium hydroxide (40% in methanol; 1 ml) as the catalyst. Reactants: C, CCOC(=O)CN(CC(=O)OCC)c1cc(-c2cc(Cl)ncn2)ccc1C, CC(=O)[O-], CCO, [Na+], [Pd]. Product: CCOC(=O)CN(CC(=O)OCC)c1cc(-c2ccncn2)ccc1C. RXN SMILES: [C:36].[CH2:1]([CH3:2])[O:3][C:4]([CH2:5][N:6]([c:7]1[c:8]([CH3:20])[cH:9][cH:10][c:11](-[c:13]2[n:14][cH:15][n:16][c:17]([Cl:19])[cH:18]2)[cH:12]1)[CH2:21][C:22](=[O:23])[O:24][CH2:25][CH3:26])=[O:27].[CH3:29][C:30](=[O:31])[O-:32].[CH3:33][CH2:34][OH:35].[Na+:28].[Pd:37]>>[CH2:1]([CH3:2])[O:3][C:4]([CH2:5][N:6]([c:7]1[c:8]([CH3:20])[cH:9][cH:10][c:11](-[c:13]2[n:14][cH:15][n:16][cH:17][cH:18]2)[cH:12]1)[CH2:21][C:22](=[O:23])[O:24][CH2:25][CH3:26])=[O:27].